Dataset: the Open Reaction Database (ORD), a public repository of structured organic reaction records. Task: describe an organic reaction: reactants, conditions, products, and yield Procedure: Prepared from 2-(Benzooxazol-6-yloxy)-nicotinic acid and 2-(4-aminomethyl-phenyl)-propan-2-ol. mp 92-4° C. The product is O1C=NC2=C1C=C(C=C2)OC2=C(C(=O)NCC1=CC=C(C=C1)C(C)(C)O)C=CC=N2 (2-(Benzooxazol-6-yloxy)-N-(4-(1-hydroxy-1-methyl-ethyl)-benzyl)-nicotinamide). RXN SMILES: [O:1]1[C:5]2[CH:6]=[C:7]([O:10][C:11]3[N:19]=[CH:18][CH:17]=[CH:16][C:12]=3[C:13]([OH:15])=O)[CH:8]=[CH:9][C:4]=2[N:3]=[CH:2]1.[NH2:20][CH2:21][C:22]1[CH:27]=[CH:26][C:25]([C:28]([OH:31])([CH3:30])[CH3:29])=[CH:24][CH:23]=1>>[O:1]1[C:5]2[CH:6]=[C:7]([O:10][C:11]3[N:19]=[CH:18][CH:17]=[CH:16][C:12]=3[C:13]([NH:20][CH2:21][C:22]3[CH:27]=[CH:26][C:25]([C:28]([OH:31])([CH3:29])[CH3:30])=[CH:24][CH:23]=3)=[O:15])[CH:8]=[CH:9][C:4]=2[N:3]=[CH:2]1. The reactants are O1C=NC2=C1C=C(C=C2)OC2=C(C(=O)O)C=CC=N2 (2-(Benzooxazol-6-yloxy)-nicotinic acid), NCC1=CC=C(C=C1)C(C)(C)O (2-(4-aminomethyl-phenyl)-propan-2-ol). Starting materials: C(C1=CC=CC=C1)OC=1C=C(C=C(C1)C(F)(F)F)C(C(=O)O)C (2-(3-benzyloxy-5-trifluoromethyl-phenyl)-propionic acid), C(C(=O)Cl)(=O)Cl (oxalyl chloride). Reagents/catalysts: CN(C)C=O (DMF). Solvent: C(Cl)Cl (CH2Cl2). Reaction conditions: time 15 minute. The product is C(C1=CC=CC=C1)OC=1C=C(C=C(C1)C(F)(F)F)C(C(=O)Cl)C (2-(3-Benzyloxy-5-trifluoromethyl-phenyl)-propionyl chloride). Reaction SMILES: [CH2:1]([O:8][C:9]1[CH:10]=[C:11]([CH:19]([CH3:23])[C:20](O)=[O:21])[CH:12]=[C:13]([C:15]([F:18])([F:17])[F:16])[CH:14]=1)[C:2]1[CH:7]=[CH:6][CH:5]=[CH:4][CH:3]=1.C(Cl)(=O)C([Cl:27])=O>C(Cl)Cl.CN(C=O)C>[CH2:1]([O:8][C:9]1[CH:10]=[C:11]([CH:19]([CH3:23])[C:20]([Cl:27])=[O:21])[CH:12]=[C:13]([C:15]([F:18])([F:17])[F:16])[CH:14]=1)[C:2]1[CH:7]=[CH:6][CH:5]=[CH:4][CH:3]=1. Reported procedure: To a solution of 2-(3-benzyloxy-5-trifluoromethyl-phenyl)-propionic acid (1.4 g, 4.0 mmol) in CH2Cl2 was added oxalyl chloride (0.76 mL, 8.0 mmol), followed by 3 drops of DMF. After stirring for 15 minutes at room temperature, the mixture was concentrated to give the title compound.